From a dataset of the Open Reaction Database (ORD), a public repository of structured organic reaction records. describe an organic reaction: reactants, conditions, products, and yield RXN SMILES: [Br-].C1([P+](C2C=CC=CC=2)(C2C=CC=CC=2)[CH2:9][C:10]2[S:11][CH:12]=[C:13]([C:15]3[CH:20]=[CH:19][CH:18]=[CH:17][CH:16]=3)[N:14]=2)C=CC=CC=1.CC(C)([O-])C.[K+].[C:39]([C:44]1[CH:53]=[CH:52][C:47]([C:48](OC)=[O:49])=[CH:46][CH:45]=1)(=O)[CH2:40][CH2:41][CH3:42].C1(C)C=CC=CC=1.[H-].C([Al+]CC(C)C)C(C)C.O.O.O.O.O.O.O.O.O.O.S([O-])([O-])(=O)=O.[Na+].[Na+]>C1C=CC=CC=1.O1CCCC1.[C].[Pd].CO.O>[C:15]1([C:13]2[N:14]=[C:10]([CH2:9][CH:39]([C:44]3[CH:45]=[CH:46][C:47]([CH2:48][OH:49])=[CH:52][CH:53]=3)[CH2:40][CH2:41][CH3:42])[S:11][CH:12]=2)[CH:16]=[CH:17][CH:18]=[CH:19][CH:20]=1 |f:0.1,2.3,5.6.7,8.9.10.11.12.13.14.15.16.17.18.19.20,23.24|. Run in O1CCCC1 (tetrahydrofuran), C1=CC=CC=C1 (benzene), C1=CC=CC=C1 (benzene), O (water), O1CCCC1 (tetrahydrofuran), CO (methanol). Yields the product C1(=CC=CC=C1)C=1N=C(SC1)CC(CCC)C1=CC=C(C=C1)CO ((4-{1-[(4-phenyl-1,3-thiazol-2-yl)methyl]butyl}phenyl)methanol). Procedure: To a suspension of triphenyl[(4-phenyl-1,3-thiazol-2-yl)methyl]phosphonium bromide (1.00 g, 1.94 mmol) synthesized according to the method described in Liebigs Annalen der Chemie, 1981, vol. 4, pp. 623-632 and benzene (20 mL) was added potassium tert-butoxide (239 mg, 2.13 mmol), and the mixture was stirred under an argon atmosphere at room temperature for 3 hr. A solution of methyl 4-butyrylbenzoate (319 mg, 1.55 mmol) in benzene (20 mL) was added dropwise to the reaction solution, and the mixt... Reaction conditions: time 3 hour. Reagents/catalysts: [C].[Pd] (palladium-carbon). Reactants: C1(=CC=CC=C1)C.[H-].C(C(C)C)[Al+]CC(C)C (diisobutylaluminum hydride toluene), [Br-].C1(=CC=CC=C1)[P+](CC=1SC=C(N1)C1=CC=CC=C1)(C1=CC=CC=C1)C1=CC=CC=C1 (triphenyl[(4-phenyl-1,3-thiazol-2-yl)methyl]phosphonium bromide), C(CCC)(=O)C1=CC=C(C(=O)OC)C=C1 (methyl 4-butyrylbenzoate), CC(C)([O-])C.[K+] (potassium tert-butoxide), O.O.O.O.O.O.O.O.O.O.S(=O)(=O)([O-])[O-].[Na+].[Na+] (sodium sulfate decahydrate). The yield is 47.8%. The reactants are C(=O)C1=C(C(=CN1)C(=O)OCC)C1=C(C=CC=C1)[N+](=O)[O-] (ethyl 5-formyl-4-(nitrophenyl)-1H-pyrrole-3-carboxylate), Cl.NO (hydroxylamine hydrochloride), C(C)(=O)OC(C)=O (acetic anhydride). Run in N1=CC=CC=C1 (pyridine). Reaction conditions: time 2 hour. Yields the product C(#N)C1=C(C(=CN1)C(=O)OCC)C1=C(C=CC=C1)[N+](=O)[O-] (ethyl 5-cyano-4-(nitrophenyl)-1H-pyrrole-3-carboxylate). Isolated yield 78.0%. As a reaction SMILES: [CH:1]([C:3]1[NH:7][CH:6]=[C:5]([C:8]([O:10][CH2:11][CH3:12])=[O:9])[C:4]=1[C:13]1[CH:18]=[CH:17][CH:16]=[CH:15][C:14]=1[N+:19]([O-:21])=[O:20])=O.Cl.[NH2:23]O.C(OC(=O)C)(=O)C>N1C=CC=CC=1>[C:1]([C:3]1[NH:7][CH:6]=[C:5]([C:8]([O:10][CH2:11][CH3:12])=[O:9])[C:4]=1[C:13]1[CH:18]=[CH:17][CH:16]=[CH:15][C:14]=1[N+:19]([O-:21])=[O:20])#[N:23] |f:1.2|. Procedure: To a solution of ethyl 5-formyl-4-(nitrophenyl)-1H-pyrrole-3-carboxylate (24.55 g, 85.17 mmol) in pyridine (400 mL) was added hydroxylamine hydrochloride (6.51 g, 93.7 mmol). The solution was stirred at rt for 2 h, and then acetic anhydride (17.68 mL, 187.4 mmol) was added. The solution was heated (80° C.) for 17 h and then cooled to rt. The reaction mixture was partially concentrated in vacuo and then diluted with ethyl acetate (300 mL) and water (300 mL). The layers were separated and the aque... Starting materials: CC(C)(C)OC(=O)NCCCn1c(=S)[nH]c2cnc3cc(Br)ccc3c21, CCO, ClC(Cl)Cl, CI, [NH4+], [OH-], O. Yields the product CSc1nc2cnc3cc(Br)ccc3c2n1CCCNC(=O)OC(C)(C)C. RXN SMILES: [Br:3][c:4]1[cH:5][cH:6][c:7]2[c:8]3[c:9]([cH:10][n:11][c:12]2[cH:13]1)[nH:14][c:15](=[S:28])[n:16]3[CH2:17][CH2:18][CH2:19][NH:20][C:21]([O:22][C:23]([CH3:24])([CH3:25])[CH3:26])=[O:27].[CH3:32][CH2:33][OH:34].[CH:35]([Cl:36])([Cl:37])[Cl:38].[I:1][CH3:2].[NH4+:29].[OH-:30].[OH2:31]>>[CH3:2][S:28][c:15]1[n:14][c:9]2[c:8]([c:7]3[cH:6][cH:5][c:4]([Br:3])[cH:13][c:12]3[n:11][cH:10]2)[n:16]1[CH2:17][CH2:18][CH2:19][NH:20][C:21]([O:22][C:23]([CH3:24])([CH3:25])[CH3:26])=[O:27]. The reactants are C(C)(C)(C)C=1C=C(C=C(C1O)C(C)(C)C)CCC(=O)NC(C(NC(CCC1=CC(=C(C(=C1)C(C)(C)C)O)C(C)(C)C)=O)=O)=O (bis[3-(3,5-di-t-butyl-4-hydroxyphenyl)propionyl]-oxamide), OC1=C(C=C(C=C1C(C)(C)C)CCC(=O)OCCCCCCCCCCCCCCCCCC)C(C)(C)C (stearyl 3-(4-hydroxy-3,5-di-t-butylphenyl)propionate), CC(CC1=CC(=C(C(=C1)C(C)(C)C)O)C(C)(C)C)(C)C1OCC2(CO1)COC(OC2)C(CC2=CC(=C(C(=C2)C(C)(C)C)O)C(C)(C)C)(C)C (3,9-bis[1,1-dimethyl-2-(3,5-di-t-butyl-4-hydroxyphenyl)ethyl]-2,4,8,10-tetraoxaspiro[5.5]undecane), C(C1=CC(=C(C(=C1)C(C)(C)C)O)C(C)(C)C)C1=CC(=C(C(=C1)C(C)(C)C)O)C(C)(C)C (4,4'-methyl enebis(2,6-di-t-butylphenol)), 1,3,5-tris(3,5-di-t-butyl-4-hydroxybenzyl)isocyanurate, C(C1=CC(=CC(=C1O)C1(CCCCC1)C)C)C1=CC(=CC(=C1O)C1(CCCCC1)C)C (2,2'-methyl enebis[6-(1-methylcyclohexyl)-p-cresol]), isocyanurate, CC1=C(C=C(C(=C1)O)C(C)(C)C)C(CC(C)C1=C(C=C(C(=C1)C(C)(C)C)O)C)C1=C(C=C(C(=C1)C(C)(C)C)O)C (1,1,3-tris(2-methyl-4-hydroxy-5-t-butylphenyl)butane), C.C=C(C(=O)O)CC1=CC(=C(C(=C1)C(C)(C)C)O)C(C)(C)C.C=C(C(=O)O)CC1=CC(=C(C(=C1)C(C)(C)C)O)C(C)(C)C.C=C(C(=O)O)CC1=CC(=C(C(=C1)C(C)(C)C)O)C(C)(C)C.C=C(C(=O)O)CC1=CC(=C(C(=C1)C(C)(C)C)O)C(C)(C)C (tetrakis[-methylene-3-(3,5-di-t-butyl-4-hydroxyphenyl)propionate]-methane), C(C)(C)(C)C=1C=C(CC2=C(C(=C(C(=C2C)CC2=CC(=C(C(=C2)C(C)(C)C)O)C(C)(C)C)C)CC2=CC(=C(C(=C2)C(C)(C)C)O)C(C)(C)C)C)C=C(C1O)C(C)(C)C (1,3,5-tris(3,5-di-t-butyl-4-hydroxy-benzyl)-2,4,6-trimethylbenzene), C(CCC)(C1=C(C=CC(=C1O)C(C)(C)C)C)C1=C(C=CC(=C1O)C(C)(C)C)C (butylidenebis(6-t-butyl-m-cresol)), OC1=C(C=C(CC(C(=O)OCCCCCCCCCCCCCCCCCC)C(=O)OCCCCCCCCCCCCCCCCCC)C=C1C(C)(C)C)C (distearyl (4-hydroxy-3-methyl-5-t-butylbenzyl)malonate), C(C1=C(C(=CC(=C1)C)C(C)(C)C)O)C1=C(C(=CC(=C1)C)C(C)(C)C)O (2,2'-methyl enebis(4-methyl-6-t-butylphenol)), bis[3,3-bis (4-hydroxy-3-t-butylphenyl)butyric acid]glycol ester. Product: C(C)(C)(C)C1=CC(=CC(=C1O)C(C)(C)C)C (2,6-di-t-butyl-p-cresol). As a reaction SMILES: [OH:1][C:2]1[C:7]([C:8]([CH3:11])([CH3:10])[CH3:9])=[CH:6][C:5]([CH2:12]CC(OCCCCCCCCCCCCCCCCCC)=O)=[CH:4][C:3]=1[C:35]([CH3:38])([CH3:37])[CH3:36].OC1C(C(C)(C)C)=CC(CC(C(OCCCCCCCCCCCCCCCCCC)=O)C(OCCCCCCCCCCCCCCCCCC)=O)=CC=1C.C(C1C=C(C)C=C(C(C)(C)C)C=1O)C1C=C(C)C=C(C(C)(C)C)C=1O.C(C1C=C(C(C)(C)C)C(O)=C(C(C)(C)C)C=1)C1C=C(C(C)(C)C)C(O)=C(C(C)(C)C)C=1.C(C1C(O)=C(C2(C)CCCCC2)C=C(C)C=1)C1C(O)=C(C2(C)CCCCC2)C=C(C)C=1.C(C1C(O)=C(C(C)(C)C)C=CC=1C)(C1C(O)=C(C(C)(C)C)C=CC=1C)CCC.CC1C=C(O)C(C(C)(C)C)=CC=1C(C1C=C(C(C)(C)C)C(O)=CC=1C)CC(C1C=C(C(C)(C)C)C(O)=CC=1C)C.C(C1C=C(C=C(C(C)(C)C)C=1O)CC1C(C)=C(CC2C=C(C(C)(C)C)C(O)=C(C(C)(C)C)C=2)C(C)=C(CC2C=C(C(C)(C)C)C(O)=C(C(C)(C)C)C=2)C=1C)(C)(C)C.CC(C1OCC2(COC(C(C)(C)CC3C=C(C(C)(C)C)C(O)=C(C(C)(C)C)C=3)OC2)CO1)(C)CC1C=C(C(C)(C)C)C(O)=C(C(C)(C)C)C=1.C.C=C(CC1C=C(C(C)(C)C)C(O)=C(C(C)(C)C)C=1)C(O)=O.C=C(CC1C=C(C(C)(C)C)C(O)=C(C(C)(C)C)C=1)C(O)=O.C=C(CC1C=C(C(C)(C)C)C(O)=C(C(C)(C)C)C=1)C(O)=O.C=C(CC1C=C(C(C)(C)C)C(O)=C(C(C)(C)C)C=1)C(O)=O.C(C1C=C(CCC(NC(=O)C(=O)NC(=O)CCC2C=C(C(C)(C)C)C(O)=C(C(C)(C)C)C=2)=O)C=C(C(C)(C)C)C=1O)(C)(C)C>>[C:8]([C:7]1[C:2]([OH:1])=[C:3]([C:35]([CH3:38])([CH3:37])[CH3:36])[CH:4]=[C:5]([CH3:12])[CH:6]=1)([CH3:11])([CH3:10])[CH3:9] |f:9.10.11.12.13|. Reported procedure: stearyl 3-(4-hydroxy-3,5-di-t-butylphenyl)propionate; distearyl (4-hydroxy-3-methyl-5-t-butylbenzyl)malonate; 2,2'-methyl enebis(4-methyl-6-t-butylphenol); 4,4'-methyl enebis(2,6-di-t-butylphenol); 2,2'-methyl enebis[6-(1-methylcyclohexyl)-p-cresol]; bis[3,3-bis (4-hydroxy-3-t-butylphenyl)butyric acid]glycol ester; 4,4', butylidenebis(6-t-butyl-m-cresol); 1,1,3-tris(2-methyl-4-hydroxy-5-t-butylphenyl)butane; 1,3,5-tris(3,5-di-t-butyl-4-hydroxy-benzyl)-2,4,6-trimethylbenzene; 3,9-bis[1,1-dimethyl...